This data is from the Open Reaction Database (ORD), a public repository of structured organic reaction records. The task is: describe an organic reaction: reactants, conditions, products, and yield Starting materials: ( a ), FC=1C=C2C(=CNC2=CC1)C=O (5-fluoro-1H-indole-3-carboxaldehyde), C(C)OC(=O)C=1NC2=CC=CC=C2C1 (ethylindole-2-carboxylate). Product: C(C)N1C=C(C2=CC(=CC=C12)F)C=O (1-Ethyl-5-fluoro-1H-indole-3-carboxaldehyde). Isolated yield 57.0%. Reaction SMILES: [F:1][C:2]1[CH:3]=[C:4]2[C:8](=[CH:9][CH:10]=1)[NH:7][CH:6]=[C:5]2[CH:11]=[O:12].[CH2:13](OC(C1NC2C(C=1)=CC=CC=2)=O)[CH3:14]>>[CH2:13]([N:7]1[C:8]2[C:4](=[CH:3][C:2]([F:1])=[CH:10][CH:9]=2)[C:5]([CH:11]=[O:12])=[CH:6]1)[CH3:14]. Procedure: According to the procedure of Preparation 9 (a), except substituting 5-fluoro-1H-indole-3-carboxaldehyde (0.41 g, 2.5 mmole) for the ethylindole-2-carboxylate, the title compound (0.20 g, 57%) was prepared as a viscous oil: MS (ES) m/e 191 (M+H)+. The reactants are FC=1C=C(C=CC1O)CC(=O)O ((3-Fluoro-4-hydroxy-phenyl)-acetic acid), C(C)O (ethanol), S(O)(O)(=O)=O (sulfuric acid). Conditions: temperature 85 celsius. Yields the product C(C)OC(CC1=CC(=C(C=C1)O)F)=O ((3-Fluoro-4-hydroxy-phenyl)-acetic acid ethyl ester). RXN SMILES: [F:1][C:2]1[CH:3]=[C:4]([CH2:9][C:10]([OH:12])=[O:11])[CH:5]=[CH:6][C:7]=1[OH:8].S(=O)(=O)(O)O.[CH2:18](O)[CH3:19]>>[CH2:18]([O:11][C:10](=[O:12])[CH2:9][C:4]1[CH:5]=[CH:6][C:7]([OH:8])=[C:2]([F:1])[CH:3]=1)[CH3:19]. Reported procedure: (3-Fluoro-4-hydroxy-phenyl)-acetic acid (20.03 g) was dissolved in ethanol (100 mL), and conc. sulfuric acid (1 mL) was added to the solution. The solution was heated to 85° C. for 16 h. The reaction mixture was allowed to cool and evaporated to dryness in vacuo to yield the crude title compound (24.2 g). An aliquot of the crude product was purified by silica gel chromatography (ethyl acetate:hexanes=3:7) for full characterization of the title compound. The reactants are Cl (hydrochloric acid), C(CCC)[Li] (n-Butyl lithium), BrC1=C(C=C(C=C1)C1=CC=C(C=C1)Cl)CC (4-bromo-4′-chloro-3-ethylbiphenyl), B(OC)(OC)OC (Trimethyl borate). The solvent is O1CCCC1 (tetrahydrofuran). Reaction conditions: temperature -78 celsius, time 30 minute. The product is ClC1=CC=C(C2=CC=C(C(=C2)CC)B(O)O)C=C1 (4′-chloro-3-ethylbiphen-4-ylboronic acid). Yield: 42.1%. Reaction SMILES: C([Li])CCC.Br[C:7]1[CH:12]=[CH:11][C:10]([C:13]2[CH:18]=[CH:17][C:16]([Cl:19])=[CH:15][CH:14]=2)=[CH:9][C:8]=1[CH2:20][CH3:21].[B:22](OC)([O:25]C)[O:23]C.Cl>O1CCCC1>[Cl:19][C:16]1[CH:17]=[CH:18][C:13]([C:10]2[CH:9]=[C:8]([CH2:20][CH3:21])[C:7]([B:22]([OH:25])[OH:23])=[CH:12][CH:11]=2)=[CH:14][CH:15]=1. Procedure details: n-Butyl lithium (1.6 M solution in hexanes, 38.75 ml, 0.062 mol) is added dropwise to a solution of 4-bromo-4′-chloro-3-ethylbiphenyl (12.35 g, 0.041 mol) in tetrahydrofuran (125 ml) at −78° C., under an atmosphere of nitrogen, and the mixture is stirred at −78° C. for 30 minutes. Trimethyl borate (27.8 ml, 0.25 mol) is added slowly at −78° C. and the mixture is stirred for 1 hr. The reaction mixture is allowed to warm to room temperature over 2-3 hours and then stirred at room temperature for 1...